From a dataset of the Open Reaction Database (ORD), a public repository of structured organic reaction records. describe an organic reaction: reactants, conditions, products, and yield Starting materials: ClC1=CC(=NC2=CC=C(C=C12)O)C (4-chloro-2-methylquinolin-6-ol), COC1=CC(=CC=C1)N (m-anisidine). Product: Cl.COC=1C=C(C=CC1)NC1=CC(=NC2=CC=C(C=C12)O)C (4-(3-Methoxyphenylamino)-2-methylquinolin-6-ol Hydrochloride). Reaction SMILES: [Cl:1][C:2]1[C:11]2[C:6](=[CH:7][CH:8]=[C:9]([OH:12])[CH:10]=2)[N:5]=[C:4]([CH3:13])[CH:3]=1.[CH3:14][O:15][C:16]1[CH:21]=[CH:20][CH:19]=[C:18]([NH2:22])[CH:17]=1>>[ClH:1].[CH3:14][O:15][C:16]1[CH:17]=[C:18]([NH:22][C:2]2[C:11]3[C:6](=[CH:7][CH:8]=[C:9]([OH:12])[CH:10]=3)[N:5]=[C:4]([CH3:13])[CH:3]=2)[CH:19]=[CH:20][CH:21]=1 |f:2.3|. Reported procedure: In a manner similar to that described in Example 39, Part B, 4-chloro-2-methylquinolin-6-ol and m-anisidine were converted into the title compound: m.p. 309°-311° C. Starting materials: BrC1=C(N=C(N(C1=O)C=1C=C(C(=O)N[C@@H](CO)C)C=CC1C)C)OCC1=C(C=C(C=C1)F)F ((±)3-[5-bromo-4-[(2,4-difluorobenzyl)oxy]-2-methyl-6-oxopyrimidin-1(6H)-yl]-N-[(1R)-2-hydroxy-1-methylethyl]-4-methylbenzamide), NCCO (2-aminoethanol). Yields the product BrC1=C(N=C(N(C1=O)C=1C=C(C(=O)NCCO)C=CC1C)C)OCC1=C(C=C(C=C1)F)F ((±)3-[5-bromo-4-[(2,4-difluorobenzyl)oxy]-2-methyl-6-oxopyrimidin-1(6H)-yl]-N-(2-hydroxyethyl)-4-methylbenzamide). The yield is 70.0%. As a reaction SMILES: [Br:1][C:2]1[C:7](=[O:8])[N:6]([C:9]2[CH:10]=[C:11]([CH:19]=[CH:20][C:21]=2[CH3:22])[C:12]([NH:14][C@H:15](C)[CH2:16][OH:17])=[O:13])[C:5]([CH3:23])=[N:4][C:3]=1[O:24][CH2:25][C:26]1[CH:31]=[CH:30][C:29]([F:32])=[CH:28][C:27]=1[F:33].NCCO>>[Br:1][C:2]1[C:7](=[O:8])[N:6]([C:9]2[CH:10]=[C:11]([CH:19]=[CH:20][C:21]=2[CH3:22])[C:12]([NH:14][CH2:15][CH2:16][OH:17])=[O:13])[C:5]([CH3:23])=[N:4][C:3]=1[O:24][CH2:25][C:26]1[CH:31]=[CH:30][C:29]([F:32])=[CH:28][C:27]=1[F:33]. Procedure details: The title compound was prepared in a similar manner as described for (±)3-[5-bromo-4-[(2,4-difluorobenzyl)oxy]-2-methyl-6-oxopyrimidin-1(6H)-yl]-N-[(1R)-2-hydroxy-1-methylethyl]-4-methylbenzamide substituting R-2-amino-1-propanol with 2-aminoethanol. Yield 70%. 1H NMR (CD3OD/400 MHz) δ 7.91 (d, 1H,J=1.6 Hz, & 6.4 Hz), 7.68 (d, 1H, J=2.0 Hx), 7.60 (m, 1H), 7.54 (d, 1H, J=8.0 Hz), 7.01 (m, 2H), 5.57 (abq, 2H), 3.67 (t, 2H, J=6.0 Hz), 3.49(t, 2H, J=6.0 Hz), 2.17 (s, 3H), and 2.13 (s, 3H); ES-HRMS m... Starting materials: BrC1=C(C#N)C(=CC=C1F)[N+](=O)[O-] (2-Bromo-3-fluoro-6-nitrobenzonitrile), C1(CCCCC1)P(C1=C(C=CC=C1)C1=C(C=CC=C1OC)OC)C1CCCCC1 (dicyclohexyl(2′,6′-dimethoxybiphenyl-2-yl)phosphine), CC(=CB(O)O)C (2-methylprop-1-enylboronic acid), [O-]P(=O)([O-])[O-].[K+].[K+].[K+] (K3PO4). Reagents/catalysts: C(C)(=O)[O-].[Pd+2].C(C)(=O)[O-] (palladium(II) acetate). Run in C1CCOC1 (THF). Run at temperature 70 celsius. The product is FC=1C(=C(C#N)C(=CC1)[N+](=O)[O-])C=C(C)C (3-fluoro-2-(2-methylprop-1-enyl)-6-nitrobenzonitrile). Isolated yield 79.0%. RXN SMILES: Br[C:2]1[C:9]([F:10])=[CH:8][CH:7]=[C:6]([N+:11]([O-:13])=[O:12])[C:3]=1[C:4]#[N:5].[CH3:14][C:15]([CH3:20])=[CH:16]B(O)O.[O-]P([O-])([O-])=O.[K+].[K+].[K+].C1(P(C2CCCCC2)C2C=CC=CC=2C2C(OC)=CC=CC=2OC)CCCCC1>C1COCC1.C([O-])(=O)C.[Pd+2].C([O-])(=O)C>[F:10][C:9]1[C:2]([CH:14]=[C:15]([CH3:20])[CH3:16])=[C:3]([C:6]([N+:11]([O-:13])=[O:12])=[CH:7][CH:8]=1)[C:4]#[N:5] |f:2.3.4.5,8.9.10|. Procedure: 2-Bromo-3-fluoro-6-nitrobenzonitrile (Example 134d) (0.62 g, 2.53 mmol), 2-methylprop-1-enylboronic acid (0.50 g, 5.05 mmol), palladium(II) acetate (0.023 g, 0.102 mmol), K3PO4 (1.61 g, 7.58 mmol), and dicyclohexyl(2′,6′-dimethoxybiphenyl-2-yl)phosphine (0.083 g, 0.202 mmol) were suspended in anhydrous THF (16 mL) under nitrogen and heated at 70° C. for 4.5 h. Solvent was removed under vacuum, and the product was purified by chromatography on silica gel eluting with gradient 0% to 100% ethyl ace...